From a dataset of the Open Reaction Database (ORD), a public repository of structured organic reaction records. describe an organic reaction: reactants, conditions, products, and yield The reactants are C1(=CC=CC=C1)OC(NC=1C(=NC(=C(C1)CC)C)OC)=O (Phenyl-N-(5-ethyl-2-methoxy-6-methylpyridin-3-yl)carbamate), ClC=1C=C(C=C(C1)Cl)N1CCNCC1 (1-(3,5-dichlorophenyl)piperazine). The yield is 69.0%. Yields the product C(C)C=1C=C(C(=NC1C)OC)NC(=O)N1CCN(CC1)C1=CC(=CC(=C1)Cl)Cl (1-[(5-ethyl-2-methoxy-6-methylpyridin-3-yl)aminocarbonyl]-4-(3,5-dichlorophenyl)piperazine). Reaction SMILES: C1(O[C:8](=[O:21])[NH:9][C:10]2[C:11]([O:19][CH3:20])=[N:12][C:13]([CH3:18])=[C:14]([CH2:16][CH3:17])[CH:15]=2)C=CC=CC=1.[Cl:22][C:23]1[CH:24]=[C:25]([N:30]2[CH2:35][CH2:34][NH:33][CH2:32][CH2:31]2)[CH:26]=[C:27]([Cl:29])[CH:28]=1>>[CH2:16]([C:14]1[CH:15]=[C:10]([NH:9][C:8]([N:33]2[CH2:32][CH2:31][N:30]([C:25]3[CH:24]=[C:23]([Cl:22])[CH:28]=[C:27]([Cl:29])[CH:26]=3)[CH2:35][CH2:34]2)=[O:21])[C:11]([O:19][CH3:20])=[N:12][C:13]=1[CH3:18])[CH3:17]. Procedure details: Phenyl-N-(5-ethyl-2-methoxy-6-methylpyridin-3-yl)carbamate and 1-(3,5-dichlorophenyl)piperazine were reacted by the same way with the example 1 to obtain the titled compound. The yield is 38.7%. The product is O1CCOC12CCC(CC2)C=2C=CC(=NC2)N2C(OC(C2)COC)=O ((RS)-3-[5-(1,4-dioxa-spiro[4,5]decan-8-yl)-pyridin-2-yl]-5-methoxymethyl-oxazolidin-2-one). The solvent is CO (methanol). The reactants are O1CCOC12CC=C(CC2)C=2C=CC(=NC2)N2C(OC(C2)COC)=O ((RS)-3-[5-(1,4-dioxa-spiro[4,5]dec-7-en-8-yl)-pyridin-2-yl]-5-methoxymethyl-oxazolidin-2-one). Reagents/catalysts: [Pd] (palladium-on-charcoal). Procedure: A solution of 0.9 g of (RS)-3-[5-(1,4-dioxa-spiro[4,5]dec-7-en-8-yl)-pyridin-2-yl]-5-methoxymethyl-oxazolidin-2-one and 0.4 g of palladium-on-charcoal (10%) in 150 ml of methanol was hydrogenated at room temperature and normal pressure. After filtering off the catalyst the filtrate was concentrated and the residue was recrystallized from diethyl ether. There was obtained 0.35 g of (RS)-3-[5-(1,4-dioxa-spiro[4,5]decan-8-yl)-pyridin-2-yl]-5-methoxymethyl-oxazolidin-2-one. M.p.: 117°-121°. RXN SMILES: [O:1]1[C:5]2([CH2:10][CH2:9][C:8]([C:11]3[CH:12]=[CH:13][C:14]([N:17]4[CH2:21][CH:20]([CH2:22][O:23][CH3:24])[O:19][C:18]4=[O:25])=[N:15][CH:16]=3)=[CH:7][CH2:6]2)[O:4][CH2:3][CH2:2]1>CO.[Pd]>[O:1]1[C:5]2([CH2:10][CH2:9][CH:8]([C:11]3[CH:12]=[CH:13][C:14]([N:17]4[CH2:21][CH:20]([CH2:22][O:23][CH3:24])[O:19][C:18]4=[O:25])=[N:15][CH:16]=3)[CH2:7][CH2:6]2)[O:4][CH2:3][CH2:2]1.